Dataset: the Open Reaction Database (ORD), a public repository of structured organic reaction records. Task: describe an organic reaction: reactants, conditions, products, and yield Reactants: CC#N, COc1c(Cl)ccc(B2OCCCO2)c1F, [F-], [K+], N#Cc1nc(Cl)c(F)c(N)c1Cl, O, Cl[Pd]Cl, c1ccc(P(c2ccccc2)c2ccccc2)cc1, c1ccc(P(c2ccccc2)c2ccccc2)cc1. Product: COc1c(Cl)ccc(-c2nc(C#N)c(Cl)c(N)c2F)c1F. RXN SMILES: [CH3:31][C:32]#[N:33].[Cl:13][c:14]1[c:15]([O:27][CH3:28])[c:16]([F:26])[c:17]([B:20]2[O:21][CH2:22][CH2:23][CH2:24][O:25]2)[cH:18][cH:19]1.[F-:29].[K+:30].[NH2:1][c:2]1[c:3]([Cl:12])[c:4]([C:10]#[N:11])[n:5][c:6]([Cl:9])[c:7]1[F:8].[OH2:75].[Pd:34]([Cl:35])[Cl:36].[c:37]1([P:38]([c:39]2[cH:40][cH:41][cH:42][cH:43][cH:44]2)[c:45]2[cH:46][cH:47][cH:48][cH:49][cH:50]2)[cH:51][cH:52][cH:53][cH:54][cH:55]1.[c:56]1([P:57]([c:58]2[cH:59][cH:60][cH:61][cH:62][cH:63]2)[c:64]2[cH:65][cH:66][cH:67][cH:68][cH:69]2)[cH:70][cH:71][cH:72][cH:73][cH:74]1>>[NH2:1][c:2]1[c:3]([Cl:12])[c:4]([C:10]#[N:11])[n:5][c:6](-[c:17]2[c:16]([F:26])[c:15]([O:27][CH3:28])[c:14]([Cl:13])[cH:19][cH:18]2)[c:7]1[F:8]. Reactants: Cl.C(N)(=N)C1=CC=C(OCCCCC(=O)OCC)C=C1 (ethyl 5-(4-amidinophenoxy)valerate hydrochloride), C(C)(=O)OCC (ethyl acetate), C(C1=CC=CC=C1)OC(=O)Cl (benzyloxycarbonyl chloride), ice water. Run in [OH-].[Na+] (sodium hydroxide), O1CCCC1 (tetrahydrofuran), [OH-].[Na+] (sodium hydroxide). Run at temperature 10 celsius, time 2 hour. The product is C(C1=CC=CC=C1)OC(=O)NC(=N)C1=CC=C(OCCCCC(=O)OCC)C=C1 (ethyl 5-[4-(N-benzyloxycarbonylamidino)phenoxy]valerate). Reaction SMILES: Cl.[C:2]([C:5]1[CH:20]=[CH:19][C:8]([O:9][CH2:10][CH2:11][CH2:12][CH2:13][C:14]([O:16][CH2:17][CH3:18])=[O:15])=[CH:7][CH:6]=1)(=[NH:4])[NH2:3].[CH2:21]([O:28][C:29](Cl)=[O:30])[C:22]1[CH:27]=[CH:26][CH:25]=[CH:24][CH:23]=1.C(OCC)(=O)C>O1CCCC1.[OH-].[Na+]>[CH2:21]([O:28][C:29]([NH:4][C:2]([C:5]1[CH:20]=[CH:19][C:8]([O:9][CH2:10][CH2:11][CH2:12][CH2:13][C:14]([O:16][CH2:17][CH3:18])=[O:15])=[CH:7][CH:6]=1)=[NH:3])=[O:30])[C:22]1[CH:27]=[CH:26][CH:25]=[CH:24][CH:23]=1 |f:0.1,5.6|. Procedure details: To a mixture of ethyl 5-(4-amidinophenoxy)valerate hydrochloride (14.6 g) in a mixture of tetrahydrofuran (150 ml) and 1N sodium hydroxide solution was added benzyloxycarbonyl chloride (10.4 ml) under cooling with ice-water for 1 hour. The mixture was stirred for 2 hours at 10° C. maintaining pH≈10 with 1N sodium hydroxide solution. The reaction mixture was poured into ethyl acetate (300 ml), and separated organic layer was washed with aqueous solution of sodium chloride, and dried over magnesiu... Reactants: ClC(=O)OCC (ethyl chloroformate), resultant solution, [Li]C(C)(C)C (tert-BuLi), BrC1=C(C=CC(=C1)C=COC)C(C)C (1-bromo-2-isopropyl-5-(2-methoxyvinyl) benzene). Solvent: C1CCOC1 (THF), C1CCOC1 (THF). Conditions: time 1 hour. The product is C(C)(C)C1=C(C(=O)OCC)C=C(C=C1)C=COC (Ethyl 2-isopropyl-5-(2-methoxyethenyl)benzoate). Yield: 220.9%. Reaction SMILES: [Li]C(C)(C)C.Br[C:7]1[CH:12]=[C:11]([CH:13]=[CH:14][O:15][CH3:16])[CH:10]=[CH:9][C:8]=1[CH:17]([CH3:19])[CH3:18].Cl[C:21]([O:23][CH2:24][CH3:25])=[O:22]>C1COCC1>[CH:17]([C:8]1[CH:9]=[CH:10][C:11]([CH:13]=[CH:14][O:15][CH3:16])=[CH:12][C:7]=1[C:21]([O:23][CH2:24][CH3:25])=[O:22])([CH3:19])[CH3:18]. Procedure details: tert-BuLi solution (1.7 M in pentane, 800 mL; 1.59 M in pentane, 2L; 4.5 mol total) was added via cannula over 135 minutes under nitrogen into a solution of 1-Bromo-6-isopropyl-3-(2-methoxyvinyl)benzene (C) (500 g, 1.96 mol) in anhydrous THF (3 L) at −50 to −75° C. The mixture was stirred for 1 hour after addition was complete. The solution was then transferred via cannula into a chilled (kept below −50° C.) solution of ethyl chloroformate (562 mL, 5.88 moles) in anhydrous THF (2 L), and the res...